This data is from the Open Reaction Database (ORD), a public repository of structured organic reaction records. The task is: describe an organic reaction: reactants, conditions, products, and yield The reactants are Oc1ccc(Cc2cc(Br)ccc2F)cc1, O=C([O-])[O-], CN(C)C=O, [Cs+], [Cs+], Cc1ccc(S(=O)(=O)OC2COC2)cc1. Yields the product Fc1ccc(Br)cc1Cc1ccc(OC2COC2)cc1. RXN SMILES: [Br:1][c:2]1[cH:3][cH:4][c:5]([F:16])[c:6]([CH2:7][c:8]2[cH:9][cH:10][c:11]([OH:14])[cH:12][cH:13]2)[cH:15]1.[C:17](=[O:18])([O-:19])[O-:20].[CH3:38][N:39]([CH3:40])[CH:41]=[O:42].[Cs+:21].[Cs+:22].[O:23]1[CH2:24][CH:25]([O:27][S:28]([c:29]2[cH:30][cH:31][c:32]([CH3:33])[cH:34][cH:35]2)(=[O:36])=[O:37])[CH2:26]1>>[Br:1][c:2]1[cH:3][cH:4][c:5]([F:16])[c:6]([CH2:7][c:8]2[cH:9][cH:10][c:11]([O:14][CH:25]3[CH2:24][O:23][CH2:26]3)[cH:12][cH:13]2)[cH:15]1. Starting materials: C(C)OC(CN1CCC(CC1)C(C1=CC(=C(C=C1)OC)OC)=O)=O ([4-(3,4-dimethoxy-benzoyl)-piperidin-1-yl]-acetic acid ethyl ester), O[Li].O (LiOH.H2O). Reaction SMILES: C([O:3][C:4](=[O:24])[CH2:5][N:6]1[CH2:11][CH2:10][CH:9]([C:12](=[O:23])[C:13]2[CH:18]=[CH:17][C:16]([O:19][CH3:20])=[C:15]([O:21][CH3:22])[CH:14]=2)[CH2:8][CH2:7]1)C.O[Li].O>>[CH3:22][O:21][C:15]1[CH:14]=[C:13]([CH:18]=[CH:17][C:16]=1[O:19][CH3:20])[C:12]([CH:9]1[CH2:8][CH2:7][N:6]([CH2:5][C:4]([OH:24])=[O:3])[CH2:11][CH2:10]1)=[O:23] |f:1.2|. Reported procedure: To a solution of [4-(3,4-dimethoxy-benzoyl)-piperidin-1-yl]-acetic acid ethyl ester (0.45 g, 1.34 mmol in 6 mL of THF and 2 mL of methanol) was added LiOH.H2O (0.28 g, 6.7 mmol in 3 mL of water) and the reaction mixture was stirred at ambient temperature for 1.5 hours. The solvent was removed in vacuo then diluted with 20 mL of water (pH 14). The residue was treated with 12 mL of 1 N HCl (pH 4), frozen at −78° C. and lyophilized for 24 hours to yield the title compound (0.40 g, 1.24 mmol). MS (E... The yield is 92.5%. Conditions: time 1.5 hour. Product: COC=1C=C(C(=O)C2CCN(CC2)CC(=O)O)C=CC1OC ([4-(3,4-Dimethoxy-benzoyl)-piperidin-1-yl]-acetic acid). Reactants: O=C([O-])[O-], Cc1ccccc1CBr, CCO, [K+], [K+], O=C(CO)c1ccccc1. The product is Cc1ccccc1COCC(=O)c1ccccc1. As a reaction SMILES: [C:11](=[O:12])([O-:13])[O-:14].[CH3:17][c:18]1[c:19]([CH2:20][Br:21])[cH:22][cH:23][cH:24][cH:25]1.[CH3:26][CH2:27][OH:28].[K+:15].[K+:16].[OH:1][CH2:2][C:3](=[O:4])[c:5]1[cH:6][cH:7][cH:8][cH:9][cH:10]1>>[O:1]([CH2:2][C:3](=[O:4])[c:5]1[cH:6][cH:7][cH:8][cH:9][cH:10]1)[CH2:20][c:19]1[c:18]([CH3:17])[cH:25][cH:24][cH:23][cH:22]1.